Task: describe an organic reaction: reactants, conditions, products, and yield. Dataset: the Open Reaction Database (ORD), a public repository of structured organic reaction records Starting materials: C[O-].[Na+] (Sodium methoxide), Cl.NC(=N)N (guanidine hydrochloride), O (water), C(#N)C=1N(C=CC1)C=1C=C(C=C(C(=O)OC)C1)C(=O)OC (dimethyl 5-(2-cyanopyrrol-1-yl)isophthalate). The solvent is CO (methanol), CN(C=O)C (N,N-dimethylformamide). Conditions: time 20 minute. The product is C(#N)C=1N(C=CC1)C=1C=C(C(=O)N=C(N)N)C=C(C1)C(=O)N=C(N)N (2-[3-(2-cyanopyrrol-1-yl)-5-(diaminomethyleneaminocarbonyl)benzoyl]guanidine). Isolated yield 52.8%. RXN SMILES: C[O-].[Na+].Cl.[NH2:5][C:6]([NH2:8])=[NH:7].[C:9]([C:11]1[N:12]([C:16]2[CH:17]=[C:18]([C:26]([O:28]C)=O)[CH:19]=[C:20]([CH:25]=2)[C:21]([O:23]C)=O)[CH:13]=[CH:14][CH:15]=1)#[N:10].O>CO.CN(C)C=O>[C:9]([C:11]1[N:12]([C:16]2[CH:25]=[C:20]([CH:19]=[C:18]([C:26]([N:5]=[C:6]([NH2:8])[NH2:7])=[O:28])[CH:17]=2)[C:21]([N:7]=[C:6]([NH2:8])[NH2:5])=[O:23])[CH:13]=[CH:14][CH:15]=1)#[N:10] |f:0.1,2.3|. Procedure details: 28% Sodium methoxide in methanol (8.6 ml) was added to guanidine hydrochloride (4.7 g) in dry N,N-dimethylformamide (14 ml), and the mixture was stirred for 20 minutes at ambient temperature. To the mixture was added dimethyl 5-(2-cyanopyrrol-1-yl)isophthalate (1.4 g) and the mixture was stirred for 4 hours at the same temperature. The reaction mixture was poured into a water (150 ml) under stirring. The isolated precipitate was collected by filtration, washed with water and dried to give 2-[3-(...